This data is from the Open Reaction Database (ORD), a public repository of structured organic reaction records. The task is: describe an organic reaction: reactants, conditions, products, and yield The reactants are Keto-α-isophorone, trans-1-hydroxy-3-methyl-pent-2-en-4-yne, [Li] (lithium), N (ammonia), CC1=CC2(OCCO2)CC(C1=O)(C)C (7,9,9-trimethyl-1,4-dioxaspiro[4,5]dec-6-en-8-one). Reagents/catalysts: [N+](=O)([O-])[O-].[Fe+3].[N+](=O)([O-])[O-].[N+](=O)([O-])[O-] (iron-(III) nitrate). The solvent is CCOCC (ether). Yields the product OCC=C(C#CC1(C(=CC2(OCCO2)CC1(C)C)C)O)C (rac. 8-(5-hydroxy-3-methyl-pent-3-en-1-yn-1-yl)-7,9,9-trimethyl-1,4-dioxaspiro[4,5]dec-6-en-8-ol). Reaction SMILES: [CH3:1][C:2]1[C:11](=[O:12])[C:10]([CH3:14])([CH3:13])[CH2:9][C:4]2([O:8][CH2:7][CH2:6][O:5]2)[CH:3]=1.[Li].N>CCOCC.[N+]([O-])([O-])=O.[Fe+3].[N+]([O-])([O-])=O.[N+]([O-])([O-])=O>[OH:5][CH2:4][CH:3]=[C:2]([CH3:1])[C:11]#[C:10][C:11]1([OH:12])[C:10]([CH3:14])([CH3:13])[CH2:9][C:4]2([O:5][CH2:6][CH2:7][O:8]2)[CH:3]=[C:2]1[CH3:1] |f:4.5.6.7,^1:14|. Procedure: Keto-α-isophorone is acetalized. The resulting 7,9,9-trimethyl-1,4-dioxaspiro[4,5]dec-6-en-8-one is condensed with trans-1-hydroxy-3-methyl-pent-2-en-4-yne in the presence of lithium in liquid ammonia and iron-(III) nitrate in ether to give rac. 8-(5-hydroxy-3-methyl-pent-3-en-1-yn-1-yl)-7,9,9-trimethyl-1,4-dioxaspiro[4,5]dec-6-en-8-ol (XVI). Product: N#Cc1ccc(OCC2(O)CCN(Cc3ccccc3)CC2)cc1. Reactants: OCC1(O)CCN(Cc2ccccc2)CC1, CN(C)C=O, N#Cc1ccc(F)cc1, [H-], [Na+], O. RXN SMILES: [CH2:3]([c:4]1[cH:5][cH:6][cH:7][cH:8][cH:9]1)[N:10]1[CH2:11][CH2:12][C:13]([OH:16])([CH2:17][OH:18])[CH2:14][CH2:15]1.[CH3:29][N:30]([CH3:31])[CH:32]=[O:33].[F:19][c:20]1[cH:21][cH:22][c:23]([C:24]#[N:25])[cH:26][cH:27]1.[H-:1].[Na+:2].[OH2:28]>>[CH2:3]([c:4]1[cH:5][cH:6][cH:7][cH:8][cH:9]1)[N:10]1[CH2:11][CH2:12][C:13]([OH:16])([CH2:17][O:18][c:20]2[cH:21][cH:22][c:23]([C:24]#[N:25])[cH:26][cH:27]2)[CH2:14][CH2:15]1. The reactants are CC(C)(C)OC(=O)N1CCN(Cc2csc(Nc3ncc(Br)cc3Oc3ccc(F)cc3)n2)C(=O)C1, ClCCl, Cl, C1COCCO1. The product is O=C1CNCCN1Cc1csc(Nc2ncc(Br)cc2Oc2ccc(F)cc2)n1. Reaction SMILES: [Br:1][c:2]1[cH:3][c:4]([O:29][c:30]2[cH:31][cH:32][c:33]([F:36])[cH:34][cH:35]2)[c:5]([NH:8][c:9]2[s:10][cH:11][c:12]([CH2:14][N:15]3[C:16](=[O:28])[CH2:17][N:18]([C:21]([O:22][C:23]([CH3:24])([CH3:25])[CH3:26])=[O:27])[CH2:19][CH2:20]3)[n:13]2)[n:6][cH:7]1.[Cl:44][CH2:45][Cl:46].[ClH:37].[O:38]1[CH2:39][CH2:40][O:41][CH2:42][CH2:43]1>>[Br:1][c:2]1[cH:3][c:4]([O:29][c:30]2[cH:31][cH:32][c:33]([F:36])[cH:34][cH:35]2)[c:5]([NH:8][c:9]2[s:10][cH:11][c:12]([CH2:14][N:15]3[C:16](=[O:28])[CH2:17][NH:18][CH2:19][CH2:20]3)[n:13]2)[n:6][cH:7]1. Reactants: C(C)OC(C(C1=CC=C(C=C1)OCCCOC1=CC(=C(C=C1)C(C)=O)O)=O)=O (4-[3-(4-acetyl-3-hydroxyphenoxy)propoxy]-alpha-oxobenzeneacetic acid ethyl ester), C([O-])([O-])=O.[Na+].[Na+] (sodium carbonate). The solvent is CO (methanol), O (water). Run at time 1 hour. Yields the product C(C)(=O)C1=C(C=C(OCCCOC2=CC=C(C=C2)C(C(=O)O)=O)C=C1)O (4-[3-(4-acetyl-3-hydroxyphenoxy)propoxy]-alpha-oxobenzeneacetic acid). Isolated yield 89.3%. As a reaction SMILES: C([O:3][C:4](=[O:28])[C:5](=[O:27])[C:6]1[CH:11]=[CH:10][C:9]([O:12][CH2:13][CH2:14][CH2:15][O:16][C:17]2[CH:22]=[CH:21][C:20]([C:23](=[O:25])[CH3:24])=[C:19]([OH:26])[CH:18]=2)=[CH:8][CH:7]=1)C.C(=O)([O-])[O-].[Na+].[Na+]>CO.O>[C:23]([C:20]1[CH:21]=[CH:22][C:17]([O:16][CH2:15][CH2:14][CH2:13][O:12][C:9]2[CH:10]=[CH:11][C:6]([C:5](=[O:27])[C:4]([OH:28])=[O:3])=[CH:7][CH:8]=2)=[CH:18][C:19]=1[OH:26])(=[O:25])[CH3:24] |f:1.2.3|. Procedure details: As in example 10, 4-[3-(4-acetyl-3-hydroxyphenoxy)propoxy]-alpha-oxobenzeneacetic acid ethyl ester (0.7 g) in methanol (70 mL) was treated with a solution of sodium carbonate (0.42 g) in water and brought just to reflux temperature, then was allowed to cool to room temperature. After 1 hour, most of the methanol was removed in vacuo, then the mixture was diluted with water, acidified with 3N hydrochloric acid and extracted twice with dichloromethane-tetrahydrofuran (1:1). Evaporation of the drie... Reactants: CCOC(=O)C (EtOAc), C(C)OC(CNCC1=C(C=C(C=C1)OC)OC)=O (N-(2,4-dimethoxybenzyl)glycine ethyl ester), C([O-])([O-])=O.[K+].[K+] (potassium carbonate), BrCC=1C(=NOC1C(=O)OCC)C1=CC=C(C=C1)F (Ethyl 4-(bromomethyl)-3-(4-fluorophenyl)isoxazole-5-carboxylate). Run in [Cl-].[Na+].O (brine), CN(C)C=O (DMF). Reaction conditions: time 16 hour. Product: COC1=C(CN(CC(=O)OCC)CC=2C(=NOC2C(=O)OCC)C2=CC=C(C=C2)F)C=CC(=C1)OC (Ethyl 4-(((2,4-dimethoxybenzyl)(2-ethoxy-2-oxoethyl)amino)methyl)-3-(4-fluorophenyl)isoxazole-5-carboxylate). The yield is 46.0%. Reaction SMILES: Br[CH2:2][C:3]1[C:4]([C:13]2[CH:18]=[CH:17][C:16]([F:19])=[CH:15][CH:14]=2)=[N:5][O:6][C:7]=1[C:8]([O:10][CH2:11][CH3:12])=[O:9].[CH2:20]([O:22][C:23](=[O:37])[CH2:24][NH:25][CH2:26][C:27]1[CH:32]=[CH:31][C:30]([O:33][CH3:34])=[CH:29][C:28]=1[O:35][CH3:36])[CH3:21].C(=O)([O-])[O-].[K+].[K+].CCOC(C)=O>CN(C=O)C.[Cl-].[Na+].O>[CH3:36][O:35][C:28]1[CH:29]=[C:30]([O:33][CH3:34])[CH:31]=[CH:32][C:27]=1[CH2:26][N:25]([CH2:2][C:3]1[C:4]([C:13]2[CH:18]=[CH:17][C:16]([F:19])=[CH:15][CH:14]=2)=[N:5][O:6][C:7]=1[C:8]([O:10][CH2:11][CH3:12])=[O:9])[CH2:24][C:23]([O:22][CH2:20][CH3:21])=[O:37] |f:2.3.4,7.8.9|. Reported procedure: Ethyl 4-(bromomethyl)-3-(4-fluorophenyl)isoxazole-5-carboxylate (12.4 g, 37.8 mmol) was dissolved in 80 mL of DMF. N-(2,4-dimethoxybenzyl)glycine ethyl ester (9.56 g, 37.8 mmol) and potassium carbonate (5.75 g, 41.6 mmol) were added, and the mixture was stirred at room temperature for 16 h. EtOAc (200 mL) and brine (200 mL) were added and the aqueous layer was extracted with additional EtOAc. The combined organic layer was washed with water and brine, and dried over MgSO4. After solvent was remo... Starting materials: FC1=C(C=CC=C1)N1N=NC(=C1C1=CC=NC=C1)C1=NC(=NO1)C1=CC=C(C=O)C=C1 (4-(5-(1-(2-fluorophenyl)-5-(pyridin-4-yl)-1H-1,2,3-triazol-4-yl)-1,2,4-oxadiazol-3-yl)benzaldehyde), N[C@@H]1C[C@@H](CC1)C(=O)O ((1R,3S)-3-aminocyclopentanecarboxylic acid). Product: FC1=C(C=CC=C1)N1N=NC(=C1C1=CC=NC=C1)C1=NC(=NO1)C1=CC=C(CN[C@H]2C[C@H](CC2)C(=O)O)C=C1 ((1S, 3R)-3-(4-(5-(1-(2-fluorophenyl)-5-(pyridin-4-yl)-1H-1,2,3-triazol-4-yl)-1,2,4-oxadiazol-3-yl)benzylamino)cyclopentanecarboxylic acid), Example 169. As a reaction SMILES: [F:1][C:2]1[CH:7]=[CH:6][CH:5]=[CH:4][C:3]=1[N:8]1[C:12]([C:13]2[CH:18]=[CH:17][N:16]=[CH:15][CH:14]=2)=[C:11]([C:19]2[O:23][N:22]=[C:21]([C:24]3[CH:31]=[CH:30][C:27]([CH:28]=O)=[CH:26][CH:25]=3)[N:20]=2)[N:10]=[N:9]1.[NH2:32][C@H:33]1[CH2:37][CH2:36][C@@H:35]([C:38]([OH:40])=[O:39])[CH2:34]1>>[F:1][C:2]1[CH:7]=[CH:6][CH:5]=[CH:4][C:3]=1[N:8]1[C:12]([C:13]2[CH:14]=[CH:15][N:16]=[CH:17][CH:18]=2)=[C:11]([C:19]2[O:23][N:22]=[C:21]([C:24]3[CH:25]=[CH:26][C:27]([CH2:28][NH:32][C@@H:33]4[CH2:37][CH2:36][C@H:35]([C:38]([OH:40])=[O:39])[CH2:34]4)=[CH:30][CH:31]=3)[N:20]=2)[N:10]=[N:9]1. Reported procedure: The title compound was prepared following the procedure described for Example 94, but starting from 4-(5-(1-(2-fluorophenyl)-5-(pyridin-4-yl)-1H-1,2,3-triazol-4-yl)-1,2,4-oxadiazol-3-yl)benzaldehyde, obtained as described in Example 113, Step 1, (200 mg; 0.48 mmol) and (1R,3S)-3-aminocyclopentanecarboxylic acid (125 mg; 0.97 mmol), to give Example 169 as a white solid. 1H NMR: (DMSO-d6, 400 MHz) δ 8.76-8.71 (2H, m), 7.98 (2H, d, J=8.0 Hz), 7.93-7.85 (1H, m), 7.76-7.68 (1H, m), 7.64-7.58 (4H, m),... Starting materials: P(=O)([O-])([O-])[O-].[K+].[K+].[K+] (tripotassium phosphate), O (water), ClC1=C2C(NC=N1)=NC=C2 (4-Chloro-1H-pyrrolo[2,3-d]pyrimidine), CC(C)N1N=CC=C1C(=O)NC=1C2=CN(N=C2C=C(C1)B1OC(CC(O1)(C)C)(C)C)C1OCCCC1 (1-(1-Methylethyl)-N-[2-(tetrahydro-2H-pyran-2-yl)-6-(4,4,6,6-tetramethyl-1,3,2-dioxaborinan-2-yl)-2H-indazol-4-yl]-1H-pyrazole-5-carboxamide), P(=O)([O-])([O-])[O-].[K+].[K+].[K+] (tripotassium phosphate), P(=O)([O-])([O-])[O-].[K+].[K+].[K+] (tripotassium phosphate), ClC1=C2C(NC=N1)=NC=C2 (4-chloro-1H-pyrrolo[2,3-d]pyrimidine). Reagents/catalysts: catalyst, catalyst, catalyst, catalyst. Run in CO (methanol), O1CCOCC1 (1,4-dioxane). Run at temperature 120 celsius. The product is CC(C)N1N=CC=C1C(=O)NC1=C2C=NNC2=CC(=C1)C=1C2=C(N=CN1)NC=C2 (1-(1-Methylethyl)-N-[6-(7H-pyrrolo[2,3-d]pyrimidin-4-yl)-1H-indazol-4-yl]-1H-pyrazole-5-carboxamide). RXN SMILES: P([O-])([O-])([O-])=O.[K+].[K+].[K+].Cl[C:10]1[N:15]=[CH:14][NH:13][C:12]2=[N:16][CH:17]=[CH:18][C:11]=12.[CH3:19][CH:20]([N:22]1[C:26]([C:27]([NH:29][C:30]2[C:31]3[C:35]([CH:36]=[C:37](B4OC(C)(C)CC(C)(C)O4)[CH:38]=2)=[N:34][N:33](C2CCCCO2)[CH:32]=3)=[O:28])=[CH:25][CH:24]=[N:23]1)[CH3:21].O>O1CCOCC1.CO>[CH3:21][CH:20]([N:22]1[C:26]([C:27]([NH:29][C:30]2[CH:38]=[C:37]([C:10]3[C:11]4[CH:18]=[CH:17][NH:16][C:12]=4[N:13]=[CH:14][N:15]=3)[CH:36]=[C:35]3[C:31]=2[CH:32]=[N:33][NH:34]3)=[O:28])=[CH:25][CH:24]=[N:23]1)[CH3:19] |f:0.1.2.3|. Reported procedure: A microwave vial was charged with Solvias catalyst (8 mg), tripotassium phosphate (90 mg) and 4-chloro-1H-pyrrolo[2,3-d]pyrimidine (available from ABCR, 24 mg). 1-(1-Methylethyl)-N-[2-(tetrahydro-2H-pyran-2-yl)-6-(4,4,6,6-tetramethyl-1,3,2-dioxaborinan-2-yl)-2H-indazol-4-yl]-1H-pyrazole-5-carboxamide (70 mg) in 1,4-dioxane (0.5 ml) was added followed by water (0.1 ml). The reaction was heated under microwave irradiation at 120° C. for 10 min. Solvias catalyst (8 mg) was added and the reaction he... The reactants are COC(C=O)C=O (methoxymalonaldehyde), Cl (hydrochloric acid), S(=O)(=O)(O)O.C(C)(C)NC(=N)N (isopropylguanidine hydrogen sulfate), N1CCCC1 (pyrrolidine), CO (methanol). Solvent: C(C)(=O)OCC (ethyl acetate). Yields the product C(C)(C)NC1=NC=C(C=N1)C(=O)OC (2-Isopropylamino-5-methoxycarbonylpyrimidine). As a reaction SMILES: S(O)(O)(=O)=O.[CH:6]([NH:9][C:10]([NH2:12])=[NH:11])([CH3:8])[CH3:7].N1C[CH2:16][CH2:15][CH2:14]1.[CH3:18][O:19]C(C=O)C=O.Cl.[CH3:26][OH:27]>C(OCC)(=O)C>[CH:6]([NH:9][C:10]1[N:12]=[CH:16][C:15]([C:26]([O:19][CH3:18])=[O:27])=[CH:14][N:11]=1)([CH3:8])[CH3:7] |f:0.1|. Procedure: A mixture of 11.62 g (77.5 mmol) of isopropylguanidine hydrogen sulfate, 32 ml (5 eq; 0.37 mol) of freshly distilled pyrrolidine in 230 ml of anhydrous methanol is refluxed for twenty minutes. A methanolic solution (60 ml) of methoxymalonaldehyde (1 eq; 77.5 mmol; 10 g) is added to the above solution at 0° C. as well as 140 g of molecular sieve (4 A °). The reaction medium is stirred under argon and under reflux for 24 hours. The molecular sieves are removed by filtration and then rinsed with me... Starting materials: BrCc1ccccc1, O=C([O-])[O-], CC(C)=O, [K+], [K+], CCOC(=O)C1CCCC1=O. Yields the product CCOC(=O)C1(Cc2ccccc2)CCCC1=O. RXN SMILES: [Br:18][CH2:19][c:20]1[cH:21][cH:22][cH:23][cH:24][cH:25]1.[C:1](=[O:2])([O-:3])[O-:4].[CH3:26][C:27](=[O:28])[CH3:29].[K+:5].[K+:6].[O:7]=[C:8]1[CH:9]([C:13](=[O:14])[O:15][CH2:16][CH3:17])[CH2:10][CH2:11][CH2:12]1>>[O:7]=[C:8]1[C:9]([C:13](=[O:14])[O:15][CH2:16][CH3:17])([CH2:19][c:20]2[cH:21][cH:22][cH:23][cH:24][cH:25]2)[CH2:10][CH2:11][CH2:12]1. Reactants: C(C)(=O)OCC1(C(=CCC2=CC=CC=C12)OC)CCC(C)C ([2-methoxy-1-(3-methylbutyl)-1,4-dihydronaphthalen-1-yl]methyl Acetate), [Cr](=O)(=O)([O-])O[Cr](=O)(=O)[O-].[NH+]1=CC=CC=C1.[NH+]1=CC=CC=C1 (pyridinium dichromate), O (water), C(C)(C)(C)OOC(C)(C)C (t-butyl peroxide). The solvent is C1=CC=CC=C1 (benzene). Yields the product C(C)(=O)OCC1(C(=CC(C2=CC=CC=C12)=O)OC)CCC(C)C ([2-methoxy-1-(3-methylbutyl)-4-oxo-1,4-dihydronaphthalen-1-yl]methyl Acetate). Yield: 75.9%. As a reaction SMILES: [C:1]([O:4][CH2:5][C:6]1([CH2:18][CH2:19][CH:20]([CH3:22])[CH3:21])[C:15]2[C:10](=[CH:11][CH:12]=[CH:13][CH:14]=2)[CH2:9][CH:8]=[C:7]1[O:16][CH3:17])(=[O:3])[CH3:2].[Cr](O[Cr]([O-])(=O)=O)([O-])(=O)=[O:24].[NH+]1C=CC=CC=1.[NH+]1C=CC=CC=1.C(OOC(C)(C)C)(C)(C)C.O>C1C=CC=CC=1>[C:1]([O:4][CH2:5][C:6]1([CH2:18][CH2:19][CH:20]([CH3:22])[CH3:21])[C:15]2[C:10](=[CH:11][CH:12]=[CH:13][CH:14]=2)[C:9](=[O:24])[CH:8]=[C:7]1[O:16][CH3:17])(=[O:3])[CH3:2] |f:1.2.3|. Procedure: To a solution of Example 179B (0.15 g, 0.5 mmol) in benzene (5 mL) was added celite (0.15 g), pyridinium dichromate (0.75 g, 2.0 mmol), and a solution of 70% t-butyl peroxide in water (0.25 mL, 2.0 mmol). The heterogenous solution was filtered through celite. The filtrate was diluted with ethyl acetate (10 mL), washed with 5% Na2S2O5 (10 mL), dried (Na2SO4), and concentrated in vacuo. Column chromatography on silica (5% to 15% ethyl acetate/hexane gradient) afforded the product as colorless oil ...